From a dataset of the Open Reaction Database (ORD), a public repository of structured organic reaction records. describe an organic reaction: reactants, conditions, products, and yield The reactants are OC(CCCC)(C)P(O)O (1-Hydroxy-1,4-dimethylbutylphosphonous acid), C1(CCCCC1)N=C=NC1CCCCC1 (Dicyclohexylcarbodiimide), C1(=CC=CC=C1)O (phenol), CN(C)C1=NC=CC=C1 (dimethylaminopyridine). Run in O1CCCC1 (tetrahydrofuran), CCOCC (ether). Product: C1(CCCCC1)NC(=O)NC1CCCCC1 (dicylohexyl urea). Reaction SMILES: [OH:1]C(P(O)O)(C)CCCC.C1(O)C=CC=CC=1.CN(C1C=CC=CN=1)C.[CH:27]1([N:33]=[C:34]=[N:35][CH:36]2[CH2:41][CH2:40][CH2:39][CH2:38][CH2:37]2)[CH2:32][CH2:31][CH2:30][CH2:29][CH2:28]1>O1CCCC1.CCOCC>[CH:36]1([NH:35][C:34]([NH:33][CH:27]2[CH2:28][CH2:29][CH2:30][CH2:31][CH2:32]2)=[O:1])[CH2:41][CH2:40][CH2:39][CH2:38][CH2:37]1. Procedure details: 1-Hydroxy-1,4-dimethylbutylphosphonous acid (0.166 g., 0.001M), phenol (0.094 g., 0.001M) and dimethylaminopyridine 0.01 g.) are stirred in tetrahydrofuran (5 ml.) at 5° C. Dicyclohexylcarbodiimide (0.23 g. 0.001M) is added portionwise over 2 hours. On completion of the reaction (31P NMR) ether (10 ml.) is added and the dicylohexyl urea formed is filtered off. Evaporation of the filtrate gives an oil which is purified on silica using 5% methanol in chloroform as eluant. There is obtained phenyl ... Starting materials: NC=1C=C(C=C(C1)[N+](=O)[O-])NC(=O)C1OC(OC1)(C)C (N-(3-amino-5-nitrophenyl)-2,2-dimethyl-1,3-dioxolane-4-carboxamide). Solvent: C(C)(=O)O (acetic acid). The product is OC(C(=O)NC1=CC(=CC(=C1)[N+](=O)[O-])N)CO (N-(2,3-dihydroxypropionyl)-3-amino-5-nitroaniline). Reaction SMILES: [NH2:1][C:2]1[CH:3]=[C:4]([NH:11][C:12]([CH:14]2[CH2:18][O:17]C(C)(C)[O:15]2)=[O:13])[CH:5]=[C:6]([N+:8]([O-:10])=[O:9])[CH:7]=1>C(O)(=O)C>[OH:15][CH:14]([CH2:18][OH:17])[C:12]([NH:11][C:4]1[CH:5]=[C:6]([N+:8]([O-:10])=[O:9])[CH:7]=[C:2]([NH2:1])[CH:3]=1)=[O:13]. Procedure: A mixture of 0.915 g (3.3 mmole) of N-(3-amino-5-nitrophenyl)-2,2-dimethyl-1,3-dioxolane-4-carboxamide in 20 ml of 50% acetic acid was heated on a steam bath for 1 hour then stored over a weekend. The solvents were removed in high vacuum to afford the product, N-(2,3-dihydroxypropionyl)-3-amino-5-nitroaniline, as an oil which was used without further purification. Starting materials: FC1=C(C=CC=C1)COC=1C=C(C=CC1)[C@@H]1N([C@@]2(CC1)C(NCC2)=O)C(=O)OC(C)(C)C (1,1-dimethylethyl (2R,5R)-2-(3-{[(2-fluorophenyl)methyl]oxy}phenyl)-6-oxo-1,7-diazaspiro[4.4]nonane-1-carboxylate), ClCCl (dichloromethane), C(=O)(C(F)(F)F)O (TFA). Product: Cl.FC1=C(C=CC=C1)COC=1C=C(C=CC1)[C@@H]1N[C@@]2(CC1)C(NCC2)=O ((2R,5R)-2-(3-{[(2-Fluorophenyl)methyl]oxy}phenyl)-1,7-diazaspiro[4.4]nonan-6-one hydrochloride). Reaction SMILES: [F:1][C:2]1[CH:7]=[CH:6][CH:5]=[CH:4][C:3]=1[CH2:8][O:9][C:10]1[CH:11]=[C:12]([C@H:16]2[CH2:20][CH2:19][C@:18]3([CH2:24][CH2:23][NH:22][C:21]3=[O:25])[N:17]2C(OC(C)(C)C)=O)[CH:13]=[CH:14][CH:15]=1.C(O)(C(F)(F)F)=O.[Cl:40]CCl>>[ClH:40].[F:1][C:2]1[CH:7]=[CH:6][CH:5]=[CH:4][C:3]=1[CH2:8][O:9][C:10]1[CH:11]=[C:12]([C@H:16]2[CH2:20][CH2:19][C@:18]3([CH2:24][CH2:23][NH:22][C:21]3=[O:25])[NH:17]2)[CH:13]=[CH:14][CH:15]=1 |f:3.4|. Reported procedure: To a solution of 1,1-dimethylethyl (2R,5R)-2-(3-{[(2-fluorophenyl)methyl]oxy}phenyl)-6-oxo-1,7-diazaspiro[4.4]nonane-1-carboxylate (D46, 200 mg, 0.45 mmol) in dichloromethane (2 mL) cooled at 0° C., was added TFA (0.4 mL) dropwise and the ice-bath removed. After 1 h the solvent was evaporated under vacuum and the crude mixture purified by SCX column to give the title compound as the free base (154 mg, quant.); Rt (HPLC) 3.58 min. The free base (77 mg, 0.23 mmol) was dissolved in dichloromethane ...